From a dataset of the Open Reaction Database (ORD), a public repository of structured organic reaction records. describe an organic reaction: reactants, conditions, products, and yield Reactants: C(#N)C1=CC2=C(NC1=O)OCC1=C2C=CC=C1 (2-cyano-4,6-dihydro-3H[2]benzopyrano[3,4-b]-pyridin-3-one), N1=CC=CC=C1 (pyridine), S (hydrogen sulfide). Run in C(C)N(CC)CC (triethylamine). The product is C=1C2=C(NC(C1C(N)=S)=O)OCC1=C2C=CC=C1 (4,6-Dihydro-3H[2]benzopyrano[3,4-b]pyridin-3-one-2-thiocarboxamide). As a reaction SMILES: [C:1]([C:3]1[C:8](=[O:9])[NH:7][C:6]2[O:10][CH2:11][C:12]3[CH:17]=[CH:16][CH:15]=[CH:14][C:13]=3[C:5]=2[CH:4]=1)#[N:2].N1C=CC=CC=1.[SH2:24]>C(N(CC)CC)C>[CH:4]1[C:5]2[C:13]3[CH:14]=[CH:15][CH:16]=[CH:17][C:12]=3[CH2:11][O:10][C:6]=2[NH:7][C:8](=[O:9])[C:3]=1[C:1](=[S:24])[NH2:2]. Procedure details: Add 4.20 gm of 2-cyano-4,6-dihydro-3H[2]benzopyrano[3,4-b]-pyridin-3-one to 50 gm of pyridine. Add 3.0 ml of triethylamine to the system. Cool the system to 0°-5° and treat the system with hydrogen sulfide gas until the reaction is complete as indicated by thin layer chromatography. Isolate the title compound. Starting materials: O1CCCC=C1 (dihydropyran), Cl.NCCCC(=O)OC (methyl 4-aminobutanate hydrochloride), ClC1=CC=C(C=C1)S(=O)(=O)NC(C(=O)O)CO ((RS)-2-(4-chlorobenzenesulfonylamino)-3-hydroxypropanoic acid). Product: ClC1=CC=C(C=C1)S(=O)(=O)NC(C(=O)NCCCC(=O)OC)COC1OCCCC1 ((RS)-2-(4-chlorobenzenesulfonylamino)-N-(3-methoxycarbonylpropyl)-3-(tetrahydropyran-2-yloxy)propanamide). RXN SMILES: [O:1]1[CH:6]=[CH:5][CH2:4][CH2:3][CH2:2]1.Cl.[NH2:8][CH2:9][CH2:10][CH2:11][C:12]([O:14][CH3:15])=[O:13].[Cl:16][C:17]1[CH:22]=[CH:21][C:20]([S:23]([NH:26][CH:27]([CH2:31][OH:32])[C:28](O)=[O:29])(=[O:25])=[O:24])=[CH:19][CH:18]=1>>[Cl:16][C:17]1[CH:18]=[CH:19][C:20]([S:23]([NH:26][CH:27]([CH2:31][O:32][CH:6]2[CH2:5][CH2:4][CH2:3][CH2:2][O:1]2)[C:28]([NH:8][CH2:9][CH2:10][CH2:11][C:12]([O:14][CH3:15])=[O:13])=[O:29])(=[O:24])=[O:25])=[CH:21][CH:22]=1 |f:1.2|. Procedure: The procedure described in Example 1 was repeated, except that dihydropyran (1.37 ml) and methyl 4-aminobutanate hydrochloride (1.69 g) were successively reacted with (RS)-2-(4-chlorobenzenesulfonylamino)-3-hydroxypropanoic acid (2.80 g) to obtain (RS)-2-(4-chlorobenzenesulfonylamino)-N-(3-methoxycarbonylpropyl)-3-(tetrahydropyran-2-yloxy)propanamide (3.12 g). Reactants: CC1=CC(=C(C=C1C)N)N (4,5-dimethylphenylenediamine), N(=C=S)[C@@H]1CCCC2=CC=CC=C12 ((R)-l-isothiocyanato-1,2,3,4-tetrahydronaphthalene). Product: CC1=CC2=C(N=C(N2)N[C@@H]2CCCC3=CC=CC=C23)C=C1C ((R)-N-(5,6-Dimethylbenzimidazol-2-yl)-1,2,3,4-tetrahydro-1-naphthylamine). Reaction SMILES: [CH3:1][C:2]1[C:7]([CH3:8])=[CH:6][C:5]([NH2:9])=[C:4]([NH2:10])[CH:3]=1.[N:11]([C@H:14]1[C:23]2[C:18](=[CH:19][CH:20]=[CH:21][CH:22]=2)[CH2:17][CH2:16][CH2:15]1)=[C:12]=S>>[CH3:1][C:2]1[C:7]([CH3:8])=[CH:6][C:5]2[N:9]=[C:12]([NH:11][C@H:14]3[C:23]4[C:18](=[CH:19][CH:20]=[CH:21][CH:22]=4)[CH2:17][CH2:16][CH2:15]3)[NH:10][C:4]=2[CH:3]=1. Reported procedure: The title compound was prepared from 4,5-dimethylphenylenediamine and (R)-l-isothiocyanato-1,2,3,4-tetrahydronaphthalene by Procedure D. The title compound was isolated by column chromatography as the free base (solid, mp 121-124° C.). MS(ES+) m/z 292 ([M+1]+, 100). The reactants are FC1=CC=C(C=C1)NC(NC1=CC=C(C=C1)C1=CC=C2CN(C(C2=C1)=O)[C@H](C(=O)O)C(C)C)=O ((S)-2-(6-(4-(3-(4-Fluorophenyl)ureido)phenyl)-1-oxoisoindolin-2-yl)-3-methyl butanoic acid), FC1=C(C(=CC=C1)F)NC(NC1=CC=C(C=C1)C1=CC=C2CN(C(C2=C1)=O)[C@H](C(=O)OC)C(C)C)=O ((S)-Methyl 2-(6-(4-(3-(2,6-difluorophenyl)ureido)phenyl)-1-oxoisoindolin-2-yl)-3-methylbutanoate). The product is FC1=C(C(=CC=C1)F)NC(NC1=CC=C(C=C1)C1=CC=C2CN(C(C2=C1)=O)[C@H](C(=O)O)C(C)C)=O ((S)-2-(6-(4-(3-(2,6-Difluorophenyl)ureido)phenyl)-1-oxoisoindolin-2-yl)-3-methylbutanoic acid). The yield is 90.0%. RXN SMILES: FC1C=CC(NC(=O)NC2C=CC(C3C=C4C(CN([C@@H](C(C)C)C(O)=O)C4=O)=CC=3)=CC=2)=CC=1.[F:35][C:36]1[CH:41]=[CH:40][CH:39]=[C:38]([F:42])[C:37]=1[NH:43][C:44](=[O:70])[NH:45][C:46]1[CH:51]=[CH:50][C:49]([C:52]2[CH:60]=[C:59]3[C:55]([CH2:56][N:57]([C@@H:62]([CH:67]([CH3:69])[CH3:68])[C:63]([O:65]C)=[O:64])[C:58]3=[O:61])=[CH:54][CH:53]=2)=[CH:48][CH:47]=1>>[F:35][C:36]1[CH:41]=[CH:40][CH:39]=[C:38]([F:42])[C:37]=1[NH:43][C:44](=[O:70])[NH:45][C:46]1[CH:51]=[CH:50][C:49]([C:52]2[CH:60]=[C:59]3[C:55]([CH2:56][N:57]([C@@H:62]([CH:67]([CH3:68])[CH3:69])[C:63]([OH:65])=[O:64])[C:58]3=[O:61])=[CH:54][CH:53]=2)=[CH:48][CH:47]=1. Reported procedure: The compound of example 20 was prepared analogous to compound of example 8 by hydrolysis of compound of example 19.